This data is from the Open Reaction Database (ORD), a public repository of structured organic reaction records. The task is: describe an organic reaction: reactants, conditions, products, and yield The reactants are O=[O+][O-] (Ozone), CC1(C(C1C=C(C)C)C(=O)OCC1=C(C(=C(C(=C1F)F)F)F)F)C (pentafluorophenylmethyl 2,2-dimethyl-3-(2-methyl-1-propenyl)cyclopropanecarboxylate). Run in C(C)(=O)OCC (ethyl acetate). The product is CC1(C(C1C=O)C(=O)OCC1=C(C(=C(C(=C1F)F)F)F)F)C (pentafluorophenylmethyl 2,2-dimethyl-3-formylcyclopropanecarboxylate). Yield: 89.0%. RXN SMILES: [O:1]=[O+][O-].[CH3:4][C:5]1([CH3:27])[CH:7]([CH:8]=C(C)C)[CH:6]1[C:12]([O:14][CH2:15][C:16]1[C:21]([F:22])=[C:20]([F:23])[C:19]([F:24])=[C:18]([F:25])[C:17]=1[F:26])=[O:13]>C(OCC)(=O)C>[CH3:4][C:5]1([CH3:27])[CH:7]([CH:8]=[O:1])[CH:6]1[C:12]([O:14][CH2:15][C:16]1[C:21]([F:22])=[C:20]([F:23])[C:19]([F:24])=[C:18]([F:25])[C:17]=1[F:26])=[O:13]. Procedure details: Ozone gas was bubbled at -78° C. into a solution of 3.48 g (10.0 mmol) of pentafluorophenylmethyl 2,2-dimethyl-3-(2-methyl-1-propenyl)cyclopropanecarboxylate obtained in Reference Example 4, in 20 ml of ethyl acetate. The subsequent operation was conducted in the same manner as in Reference Example 5, whereby 2.87 g of pentafluorophenylmethyl 2,2-dimethyl-3-formylcyclopropanecarboxylate was obtained as a colorless oil. Reactants: CC(C)(C)OC(=O)N1CCCC1c1ncc(C2CCN(C(=O)OCc3ccccc3)CC2)n1COCC[Si](C)(C)C, CCO. Yields the product CC(C)(C)OC(=O)N1CCCC1c1ncc(C2CCNCC2)n1COCC[Si](C)(C)C. RXN SMILES: [CH2:1]([O:2][C:3](=[O:4])[N:11]1[CH2:12][CH2:13][CH:14]([c:17]2[n:18]([CH2:34][O:35][CH2:36][CH2:37][Si:38]([CH3:39])([CH3:40])[CH3:41])[c:19]([CH:22]3[N:23]([C:27](=[O:28])[O:29][C:30]([CH3:31])([CH3:32])[CH3:33])[CH2:24][CH2:25][CH2:26]3)[n:20][cH:21]2)[CH2:15][CH2:16]1)[c:5]1[cH:6][cH:7][cH:8][cH:9][cH:10]1.[CH3:42][CH2:43][OH:44]>>[NH:11]1[CH2:12][CH2:13][CH:14]([c:17]2[n:18]([CH2:34][O:35][CH2:36][CH2:37][Si:38]([CH3:39])([CH3:40])[CH3:41])[c:19]([CH:22]3[N:23]([C:27](=[O:28])[O:29][C:30]([CH3:31])([CH3:32])[CH3:33])[CH2:24][CH2:25][CH2:26]3)[n:20][cH:21]2)[CH2:15][CH2:16]1. Reactants: C(C1=CC=CC=C1)N1C2CN(CC1CC2)CC=C (8-benzyl-3-(2-propenyl)-3,8-diazabicyclo[3.2.1]octane), CN1C(=O)N(C(=O)CC1=O)C (1,3-dimethylbarbituric acid), P(C1=CC=CC=C1)(C1=CC=CC=C1)C1=CC=CC=C1 (P(C6H5)3), Cl (HCl). Reagents/catalysts: C=1C=CC(=CC1)/C=C/C(=O)/C=C/C2=CC=CC=C2.C=1C=CC(=CC1)/C=C/C(=O)/C=C/C2=CC=CC=C2.C=1C=CC(=CC1)/C=C/C(=O)/C=C/C2=CC=CC=C2.[Pd].[Pd] (Pd2(dba)3). Run in C(Cl)Cl (methylene chloride). Yields the product C(C1=CC=CC=C1)N1C2CNCC1CC2 (8-Benzyl-3,8-diazabicyclo[3.2.1]octane). RXN SMILES: [CH2:1]([N:8]1[CH:13]2[CH2:14][CH2:15][CH:9]1[CH2:10][N:11](CC=C)[CH2:12]2)[C:2]1[CH:7]=[CH:6][CH:5]=[CH:4][CH:3]=1.CN1C(=O)CC(=O)N(C)C1=O.P(C1C=CC=CC=1)(C1C=CC=CC=1)C1C=CC=CC=1.Cl>C(Cl)Cl.C1C=CC(/C=C/C(/C=C/C2C=CC=CC=2)=O)=CC=1.C1C=CC(/C=C/C(/C=C/C2C=CC=CC=2)=O)=CC=1.C1C=CC(/C=C/C(/C=C/C2C=CC=CC=2)=O)=CC=1.[Pd].[Pd]>[CH2:1]([N:8]1[CH:13]2[CH2:14][CH2:15][CH:9]1[CH2:10][NH:11][CH2:12]2)[C:2]1[CH:3]=[CH:4][CH:5]=[CH:6][CH:7]=1 |f:5.6.7.8.9|. Procedure details: A mixture of 8-benzyl-3-(2-propenyl)-3,8-diazabicyclo[3.2.1]octane (22.2 g, 92.7 mmol), 1,3-dimethylbarbituric acid (21.5 g, 137.0 mmol), Pd2(dba)3 (5 g, 5 mmol) and P(C6H5)3 (5.2 g, 20.0 mmol) in methylene chloride (500 mL) was heated at reflux for 16 h. The reaction was poured into 1 N HCl (250 mL) at 0° C. The aqueous acidic layer was separated and made basic with 6 N NaOH, then extracted with ethyl acetate (2×150 mL).